From a dataset of the Open Reaction Database (ORD), a public repository of structured organic reaction records. describe an organic reaction: reactants, conditions, products, and yield Reactants: NC=1C=C(C(=O)C2=CC=CC=C2)C=CC1Cl (3-amino-4-chlorobenzophenone), [N+](=O)([O-])C=1C=C(C(C2=CC=CC=C2)(O)CC)C=CC1Cl (3-nitro-4-chloro-α-ethyl-benzhydrol), product. The product is NC=1C=C(C(C2=CC=CC=C2)(O)CC)C=CC1Cl (3-Amino-4-chloro-α-ethyl-benzhydrol). RXN SMILES: NC1C=C(C=CC=1Cl)C(C1C=CC=CC=1)=O.[N+:17]([C:20]1[CH:21]=[C:22]([CH:33]=[CH:34][C:35]=1[Cl:36])[C:23]([CH2:31][CH3:32])([OH:30])[C:24]1[CH:29]=[CH:28][CH:27]=[CH:26][CH:25]=1)([O-])=O>>[NH2:17][C:20]1[CH:21]=[C:22]([CH:33]=[CH:34][C:35]=1[Cl:36])[C:23]([CH2:31][CH3:32])([OH:30])[C:24]1[CH:29]=[CH:28][CH:27]=[CH:26][CH:25]=1. Procedure details: This compound is prepared from 3-amino-4-chlorobenzophenone as described in Example 1, or by reducing 3-nitro-4-chloro-α-ethyl-benzhydrol as described in Example 7. The product melts at 103° C.